From a dataset of the Open Reaction Database (ORD), a public repository of structured organic reaction records. describe an organic reaction: reactants, conditions, products, and yield The reactants are CC(C(=O)Cl)C (2-methylpropionylchloride), OC=1C(=C(C2=C(C(C(O2)(C)C)=O)C1C)C)C (5-hydroxy-2,2,4,6,7-pentamethyl-2,3-dihydro-1-benzofuran-3-one), N1=CC=CC=C1 (pyridine). Run in ClCCl (dichloromethane), ClCCl (dichloromethane). Conditions: time 2 hour. The product is CC(C(=O)OC=1C(=C(C2=C(C(C(O2)(C)C)=O)C1C)C)C)C (5-(2-methylpropionoxy)-2,2,4,6,7-pentamethyl-2,3-dihydro-1-benzofuran-3-one). The yield is 100.8%. As a reaction SMILES: [CH3:1][CH:2]([CH3:6])[C:3](Cl)=[O:4].[OH:7][C:8]1[C:9]([CH3:22])=[C:10]([CH3:21])[C:11]2[O:15][C:14]([CH3:17])([CH3:16])[C:13](=[O:18])[C:12]=2[C:19]=1[CH3:20].N1C=CC=CC=1>ClCCl>[CH3:1][CH:2]([CH3:6])[C:3]([O:7][C:8]1[C:9]([CH3:22])=[C:10]([CH3:21])[C:11]2[O:15][C:14]([CH3:16])([CH3:17])[C:13](=[O:18])[C:12]=2[C:19]=1[CH3:20])=[O:4]. Procedure details: A solution of 2-methylpropionylchloride (isobutyryl-chloride, 8.05 g, 75.55 mmol) in dichloromethane (10 mL) is added dropwise at 0° C. and under nitrogen to a solution of 5-hydroxy-2,2,4,6,7-pentamethyl-2,3-dihydro-1-benzofuran-3-one (12.8 g, 58.11 mmol) and pyridine (5.97 g, 61 mmol) in dichloromethane (58 mL). The ice bath is removed and the mixture is stirred for 2 hrs at room temperature. Water (10 mL) is added and the organic phase is washed with 2N hydrochloric acid (100 mL), water (100 m... Run at time 15 hour. RXN SMILES: [F:1][C:2]1[CH:12]=[CH:11][CH:10]=[C:9]([F:13])[C:3]=1[C:4]([N:6]=[C:7]=[O:8])=[O:5].[F:14][C:15]1[C:21]([Cl:22])=[C:20]([F:23])[C:19]([Cl:24])=[CH:18][C:16]=1[NH2:17]>C1(C)C=CC=CC=1>[F:14][C:15]1[C:21]([Cl:22])=[C:20]([F:23])[C:19]([Cl:24])=[CH:18][C:16]=1[NH:17][C:7]([NH:6][C:4](=[O:5])[C:3]1[C:2]([F:1])=[CH:12][CH:11]=[CH:10][C:9]=1[F:13])=[O:8]. The reactants are FC1=C(C(=O)N=C=O)C(=CC=C1)F (2,6-difluoro-benzoyl isocyanate), FC1=C(N)C=C(C(=C1Cl)F)Cl (2,4-difluoro-3,5-dichloroaniline). Product: FC1=C(C=C(C(=C1Cl)F)Cl)NC(=O)NC(C1=C(C=CC=C1F)F)=O (N-(2,4-Difluoro-3,5-dichlorophenyl)-N'-(2,6-difluorobenzoyl)-urea). Reported procedure: Three grams (0.016 mol) of 2,6-difluoro-benzoyl isocyanate were added to a solution of 2.95 gm (0.015 mol) of 2,4-difluoro-3,5-dichloroaniline in 50 ml of toluene. The solution thus obtained was stirred for 15 hours at room temperature. Thereafter, the product which precipitated during that time was removed by suction filtration and dried. Run in C1(=CC=CC=C1)C (toluene).